This data is from the Open Reaction Database (ORD), a public repository of structured organic reaction records. The task is: describe an organic reaction: reactants, conditions, products, and yield Starting materials: CCOC(C)=O, CCc1c(CCl)cccc1-c1ccc(OC)cc1, N#C[K]. Yields the product CCc1c(CC#N)cccc1-c1ccc(OC)cc1. As a reaction SMILES: [CH3:22][CH2:23][O:24][C:25](=[O:26])[CH3:27].[CH3:4][O:5][c:6]1[cH:7][cH:8][c:9](-[c:12]2[c:13]([CH2:20][CH3:21])[c:14]([CH2:18][Cl:19])[cH:15][cH:16][cH:17]2)[cH:10][cH:11]1.[K:1][C:2]#[N:3]>>[C:2](#[N:3])[CH2:18][c:14]1[c:13]([CH2:20][CH3:21])[c:12](-[c:9]2[cH:8][cH:7][c:6]([O:5][CH3:4])[cH:11][cH:10]2)[cH:17][cH:16][cH:15]1. The solvent is FC(C(=O)O)(F)F (trifluoroacetic acid). The yield is 43.4%. Yields the product N1C(=CC2=CC=CC=C12)C(=O)N[C@@H]1[C@@H](CN(C1=O)C1=CC=CC=C1)C(=O)O (cis-4-[(1H-indol-2-ylcarbonyl)amino]-5-oxo-1-phenyl-3-pyrrolidinecarboxylic acid). Reaction SMILES: [NH:1]1[C:9]2[C:4](=[CH:5][CH:6]=[CH:7][CH:8]=2)[CH:3]=[C:2]1[C:10]([NH:12][C@H:13]1[C:17](=[O:18])[N:16]([C:19]2[CH:24]=[CH:23][CH:22]=[CH:21][CH:20]=2)[CH2:15][C@H:14]1[C:25]([O:27]C(C)(C)C)=[O:26])=[O:11]>FC(F)(F)C(O)=O>[NH:1]1[C:9]2[C:4](=[CH:5][CH:6]=[CH:7][CH:8]=2)[CH:3]=[C:2]1[C:10]([NH:12][C@H:13]1[C:17](=[O:18])[N:16]([C:19]2[CH:20]=[CH:21][CH:22]=[CH:23][CH:24]=2)[CH2:15][C@H:14]1[C:25]([OH:27])=[O:26])=[O:11]. Reaction conditions: time 2 day. Reactants: N1C(=CC2=CC=CC=C12)C(=O)N[C@@H]1[C@@H](CN(C1=O)C1=CC=CC=C1)C(=O)OC(C)(C)C (1,1-Dimethylethyl cis-4-[(1H-indol-2-ylcarbonyl)amino]-5-oxo-1-phenyl-3-pyrrolidinecarboxylate). Procedure: The tert-butyl ester of Example 5 (110 mg, 0.26 mmol) was dissolved in 3 ml of trifluoroacetic acid and the resulting solution was stirred for 2 days at room temperature. Concentration in vacuo gave an oil which was chromatographed on silica gel eluting with 5/91/1 EtOH/CH2Cl2 /HOAc to give the title compound (41 mg, 43%) as a colorless solid. MS calcd C20H17N3O4 363, found 363. DSC=214.2°-229.3° C. @48.7 J/g. Reactants: Cc1cccc(C)c1-c1ccc(O)nn1, O=P(Cl)(Cl)Cl. Product: Cc1cccc(C)c1-c1ccc(Cl)nn1. Reaction SMILES: [CH3:1][c:2]1[c:3](-[c:9]2[cH:10][cH:11][c:12]([OH:15])[n:13][n:14]2)[c:4]([CH3:8])[cH:5][cH:6][cH:7]1.[P:16]([Cl:17])([Cl:18])([Cl:19])=[O:20]>>[CH3:1][c:2]1[c:3](-[c:9]2[cH:10][cH:11][c:12]([Cl:18])[n:13][n:14]2)[c:4]([CH3:8])[cH:5][cH:6][cH:7]1. Reactants: N1C(C)CCC2CCCCC12 (decahydro-quinaldine), [OH-].[Na+] (sodium hydroxide), C(=O)(Cl)Cl (phosgene). Solvent: O (water), C(C)OCC (diethylether). Yields the product ClC(=O)N1C(CCC2CCCCC12)C (1-chlorocarbonyl-2-methyl-decahydro-quinoline). As a reaction SMILES: [NH:1]1[CH:11]2[CH:6]([CH2:7][CH2:8][CH2:9][CH2:10]2)[CH2:5][CH2:4][CH:2]1[CH3:3].[OH-].[Na+].[C:14](Cl)([Cl:16])=[O:15]>C(OCC)C.O>[Cl:16][C:14]([N:1]1[CH:11]2[CH:6]([CH2:7][CH2:8][CH2:9][CH2:10]2)[CH2:5][CH2:4][CH:2]1[CH3:3])=[O:15] |f:1.2|. Procedure: A mixture of 15 g decahydro-quinaldine dissolved in 200 ml of diethylether and 4 g of sodium hydroxide in 50 ml of water is reacted while stirring and cooling at -5° to 0° with 10 g of phosgene. An ethereal solution of 1-chlorocarbonyl-2-methyl-decahydro-quinoline is obtained. When an aqueous solution of 8.4 g of sodium ethylmercaptide is added to the ethereal solution at room temperature with stirring, 16 g of an almost colorless oil are obtained. The physical constants of this oil coincide wit... The reactants are c1ccc3c(c1)oc2ccccc23 (substrate), Cc1ccc([Mg]Br)cc1 (effective_coupling_partner). Conditions: temperature 80 celsius, time 1 hour. The product is Cc3ccc(c1ccccc1c2ccccc2O)cc3. The reagents and catalysts are PCy3.